From a dataset of the Open Reaction Database (ORD), a public repository of structured organic reaction records. describe an organic reaction: reactants, conditions, products, and yield Starting materials: FC(C=1C=C(C(=O)N2C[C@](OCC2)(C2=CC(=C(C=C2)Cl)Cl)CCN2CCC3(CC2)[C@H](CC2=CC=CC=C23)OCC(=O)N(C)CCCCO)C=C(C1)C(F)(F)F)(F)F (2-[((2S)-1′-{2-[(2R)-4-[3,5-bis(trifluoromethyl)benzoyl]-2-(3,4-dichlorophenyl)morpholin-2-yl]ethyl}-2,3-dihydrospiro[indene-1,4′-piperidin]-2-yl)oxy]-N-(4-hydroxybutyl)-N-methylacetamide). The solvent is C(C)(=O)OCC (ethyl acetate). Yields the product Cl.FC(C=1C=C(C(=O)N2C[C@](OCC2)(C2=CC(=C(C=C2)Cl)Cl)CCN2CCC3(CC2)[C@H](CC2=CC=CC=C23)OCC(=O)N(C)CCCCO)C=C(C1)C(F)(F)F)(F)F (2-[((2S)-1′-{2-[(2R)-4-[3,5-bis(Trifluoromethyl)benzoyl]-2-(3,4-dichlorophenyl)morpholin-2-yl]ethyl}-2,3-dihydrospiro[indene-1,4′-piperidin]-2-yl)oxy]-N-(4-hydroxybutyl)-N-methylacetamide hydrochloride). Isolated yield 96.0%. RXN SMILES: [F:1][C:2]([F:57])([F:56])[C:3]1[CH:4]=[C:5]([CH:49]=[C:50]([C:52]([F:55])([F:54])[F:53])[CH:51]=1)[C:6]([N:8]1[CH2:13][CH2:12][O:11][C@:10]([CH2:22][CH2:23][N:24]2[CH2:29][CH2:28][C:27]3([C:37]4[C:32](=[CH:33][CH:34]=[CH:35][CH:36]=4)[CH2:31][C@@H:30]3[O:38][CH2:39][C:40]([N:42]([CH2:44][CH2:45][CH2:46][CH2:47][OH:48])[CH3:43])=[O:41])[CH2:26][CH2:25]2)([C:14]2[CH:19]=[CH:18][C:17]([Cl:20])=[C:16]([Cl:21])[CH:15]=2)[CH2:9]1)=[O:7]>C(OCC)(=O)C>[ClH:20].[F:55][C:52]([F:53])([F:54])[C:50]1[CH:49]=[C:5]([CH:4]=[C:3]([C:2]([F:57])([F:56])[F:1])[CH:51]=1)[C:6]([N:8]1[CH2:13][CH2:12][O:11][C@:10]([CH2:22][CH2:23][N:24]2[CH2:29][CH2:28][C:27]3([C:37]4[C:32](=[CH:33][CH:34]=[CH:35][CH:36]=4)[CH2:31][C@@H:30]3[O:38][CH2:39][C:40]([N:42]([CH2:44][CH2:45][CH2:46][CH2:47][OH:48])[CH3:43])=[O:41])[CH2:26][CH2:25]2)([C:14]2[CH:19]=[CH:18][C:17]([Cl:20])=[C:16]([Cl:21])[CH:15]=2)[CH2:9]1)=[O:7] |f:2.3|. Procedure details: The thus obtained 2-[((2S)-1′-{2-[(2R)-4-[3,5-bis(trifluoromethyl)benzoyl]-2-(3,4-dichlorophenyl)morpholin-2-yl]ethyl}-2,3-dihydrospiro[indene-1,4′-piperidin]-2-yl)oxy]-N-(4-hydroxybutyl)-N-methylacetamide was dissolved in 20 mL of ethyl acetate and the mixture was extracted with 20 mL of 1N aqueous hydrochloric acid solution. After the ethyl acetate layer was dried over anhydrous sodium sulfate, the solvent was distilled off under reduced pressure. The thus obtained amorphous matter was collect... Reactants: C(C)N(C=1C=CC(=C2C=C(NC12)C(=O)OCC)C)S(=O)(=O)C=1SC=CC1 (ethyl 7-[ethyl(2-thienylsulfonyl)amino]-4-methyl-1H-indole-2-carboxylate), CO (methanol), [OH-].[K+] (potassium hydroxide), C(CC(O)(C(=O)O)CC(=O)O)(=O)O (citric acid). The solvent is O1CCCC1 (tetrahydrofuran). Conditions: time 15 hour. The product is C(C)N(C=1C=CC(=C2C=C(NC12)C(=O)O)C)S(=O)(=O)C=1SC=CC1 (7-[ethyl(2-thienylsulfonyl)amino]-4-methyl-1H-indole-2-carboxylic acid). The yield is 101.6%. Reaction SMILES: [CH2:1]([N:3]([S:19]([C:22]1[S:23][CH:24]=[CH:25][CH:26]=1)(=[O:21])=[O:20])[C:4]1[CH:5]=[CH:6][C:7]([CH3:18])=[C:8]2[C:12]=1[NH:11][C:10]([C:13]([O:15]CC)=[O:14])=[CH:9]2)[CH3:2].CO.[OH-].[K+].C(O)(=O)CC(CC(O)=O)(C(O)=O)O>O1CCCC1>[CH2:1]([N:3]([S:19]([C:22]1[S:23][CH:24]=[CH:25][CH:26]=1)(=[O:20])=[O:21])[C:4]1[CH:5]=[CH:6][C:7]([CH3:18])=[C:8]2[C:12]=1[NH:11][C:10]([C:13]([OH:15])=[O:14])=[CH:9]2)[CH3:2] |f:2.3|. Procedure: To a solution of ethyl 7-[ethyl(2-thienylsulfonyl)amino]-4-methyl-1H-indole-2-carboxylate (2.12 g) in tetrahydrofuran (15 ml)-methanol (15 ml) was added an aqueous solution (5 ml) of 85% potassium hydroxide (1.0 g), and the mixture was stirred at room temperature for 15 hr. The reaction solution was acidified with aqueous citric acid solution, and extracted with ethyl acetate. The extract was washed with water and saturated brine, dried over anhydrous magnesium sulfate, and concentrated under re...